Dataset: the Open Reaction Database (ORD), a public repository of structured organic reaction records. Task: describe an organic reaction: reactants, conditions, products, and yield Starting materials: CCCC[Sn](CCCC)(CCCC)c1csc(C2OCCO2)c1, COc1cc(Nc2c(C#N)cnc3cc(I)ccc23)c(Cl)cc1Cl, C1COCCO1, Cl[Pd]Cl, c1ccc(P(c2ccccc2)c2ccccc2)cc1, c1ccc(P(c2ccccc2)c2ccccc2)cc1. Yields the product COc1cc(Nc2c(C#N)cnc3cc(-c4csc(C5OCCO5)c4)ccc23)c(Cl)cc1Cl. Reaction SMILES: [CH2:25]([Sn:26]([CH2:27][CH2:28][CH2:29][CH3:40])([c:30]1[cH:31][s:32][c:33]([CH:35]2[O:36][CH2:37][CH2:38][O:39]2)[cH:34]1)[CH2:41][CH2:42][CH2:43][CH3:44])[CH2:45][CH2:46][CH3:47].[Cl:1][c:2]1[c:3]([NH:4][c:5]2[c:6]([C:16]#[N:17])[cH:7][n:8][c:9]3[cH:10][c:11]([I:15])[cH:12][cH:13][c:14]23)[cH:18][c:19]([O:23][CH3:24])[c:20]([Cl:22])[cH:21]1.[O:48]1[CH2:49][CH2:50][O:51][CH2:52][CH2:53]1.[Pd:54]([Cl:55])[Cl:56].[c:57]1([P:58]([c:59]2[cH:60][cH:61][cH:62][cH:63][cH:64]2)[c:65]2[cH:66][cH:67][cH:68][cH:69][cH:70]2)[cH:71][cH:72][cH:73][cH:74][cH:75]1.[c:76]1([P:77]([c:78]2[cH:79][cH:80][cH:81][cH:82][cH:83]2)[c:84]2[cH:85][cH:86][cH:87][cH:88][cH:89]2)[cH:90][cH:91][cH:92][cH:93][cH:94]1>>[Cl:1][c:2]1[c:3]([NH:4][c:5]2[c:6]([C:16]#[N:17])[cH:7][n:8][c:9]3[cH:10][c:11](-[c:30]4[cH:31][s:32][c:33]([CH:35]5[O:36][CH2:37][CH2:38][O:39]5)[cH:34]4)[cH:12][cH:13][c:14]23)[cH:18][c:19]([O:23][CH3:24])[c:20]([Cl:22])[cH:21]1. The reactants are N1C=CC=2C=NC=CC21 (1H-pyrrolo[3,2-c]pyridine), BrCC(=O)OC(C)(C)C (tert-butyl bromoacetate). The product is C(C)(C)(C)OC(CN1C=CC=2C=NC=CC21)=O (Pyrrolo[3,2-c]pyridin-1-yl-acetic acid tert-butyl ester). As a reaction SMILES: [NH:1]1[C:9]2[CH:8]=[CH:7][N:6]=[CH:5][C:4]=2[CH:3]=[CH:2]1.Br[CH2:11][C:12]([O:14][C:15]([CH3:18])([CH3:17])[CH3:16])=[O:13]>>[C:15]([O:14][C:12](=[O:13])[CH2:11][N:1]1[C:9]2[CH:8]=[CH:7][N:6]=[CH:5][C:4]=2[CH:3]=[CH:2]1)([CH3:18])([CH3:17])[CH3:16]. Reported procedure: The title compound is prepared from 1H-pyrrolo[3,2-c]pyridine as described in EXAMPLES 18 and 19, Part A using tert-butyl bromoacetate in place of methyl iodide. The crude product is purified by column chromatography eluting with a gradient of 3% MeOH/CH2Cl2 to 6% MeOH/CH2Cl2 to give the title compound as an oil. The reactants are C(C)(=O)OCC (ethyl acetate), FC(C1=NNC=C1C(=O)OCC)(F)F (Ethyl 3-trifluoromethylpyrazole-4-carboxylate), C([O-])([O-])=O.[K+].[K+] (potassium carbonate), C(C)I (ethyl iodide). Run in O (water), C(C)#N (acetonitrile). Yields the product C(C)OC(=O)C=1C(=NN(C1)CC)C(F)(F)F (4-ethoxycarbonyl-1-ethyl-3-trifluoromethylpyrazole). As a reaction SMILES: [F:1][C:2]([F:14])([F:13])[C:3]1[C:7]([C:8]([O:10][CH2:11][CH3:12])=[O:9])=[CH:6][NH:5][N:4]=1.C(=O)([O-])[O-].[K+].[K+].[CH2:21](I)[CH3:22].C(OCC)(=O)C>C(#N)C.O>[CH2:11]([O:10][C:8]([C:7]1[C:3]([C:2]([F:1])([F:13])[F:14])=[N:4][N:5]([CH2:21][CH3:22])[CH:6]=1)=[O:9])[CH3:12] |f:1.2.3|. Procedure details: Ethyl 3-trifluoromethylpyrazole-4-carboxylate (5 g), potassium carbonate (3.48 g) and ethyl iodide (2.3 ml) in acetonitrile were heated at reflux overnight. After cooling, ethyl acetate and water were added and the organic phase separated. The aqueous layer was extracted with ethyl acetate and the combined organic extracts were dried (magnesium sulphate) and evaporated under reduced pressure to give a yellow oil which was purified by crystallisation in hexane to produce 4-ethoxycarbonyl-1-ethyl-... Reactants: BrB(Br)Br, COc1ccc(Cc2cc(Br)ccc2Cl)cc1, O=C([O-])[O-], ClCCl, Cl, [K+], [K+]. Product: Oc1ccc(Cc2cc(Br)ccc2Cl)cc1. As a reaction SMILES: [B:18]([Br:19])([Br:20])[Br:21].[Br:1][c:2]1[cH:3][c:4]([CH2:9][c:10]2[cH:11][cH:12][c:13]([O:16][CH3:17])[cH:14][cH:15]2)[c:5]([Cl:8])[cH:6][cH:7]1.[C:22](=[O:23])([O-:24])[O-:25].[Cl:29][CH2:30][Cl:31].[ClH:28].[K+:26].[K+:27]>>[Br:1][c:2]1[cH:3][c:4]([CH2:9][c:10]2[cH:11][cH:12][c:13]([OH:16])[cH:14][cH:15]2)[c:5]([Cl:8])[cH:6][cH:7]1. Reactants: O (Water), CN(C=O)C (N,N-dimethylformamide), C(#N)C1=CC=C(C=C1)C1C2=C(N(C(N1C(=O)OC1=CC=C(C=C1)[N+](=O)[O-])=O)C1=CC(=CC=C1)C(F)(F)F)CCC2=O (4-nitrophenyl 4-(4-cyanophenyl)-2,5-dioxo-1-(3-(trifluoromethyl)phenyl)-4,5,6,7-tetrahydro-1H-cyclopenta[d]pyrimidine-3(2H)-carboxylate), C(#N)C1=CC=C(C=C1)C1C2=C(N(C(N1C(=O)OC1=CC=C(C=C1)[N+](=O)[O-])=O)C1=CC(=CC=C1)C(F)(F)F)CCC2=O (4-nitrophenyl 4-(4-cyanophenyl)-2,5-dioxo-1-(3-(trifluoromethyl)phenyl)-4,5,6,7-tetrahydro-1H-cyclopenta[d]pyrimidine-3(2H)-carboxylate), CNC (dimethylamine). The solvent is C(C)#N (acetonitrile). The product is C(#N)C1=CC=C(C=C1)C1C2=C(N(C(N1C(=O)N(C)C)=O)C1=CC(=CC=C1)C(F)(F)F)CCC2=O (4-(4-Cyanophenyl)-N,N-dimethyl-2,5-dioxo-1-(3-(trifluoromethyl)phenyl)-4,5,6,7-tetrahydro-1H-cyclopenta[d]pyrimidine-3(2H)-carboxamide). Reaction SMILES: [C:1]([C:3]1[CH:8]=[CH:7][C:6]([CH:9]2[N:14]([C:15]([O:17]C3C=CC([N+]([O-])=O)=CC=3)=O)[C:13](=[O:27])[N:12]([C:28]3[CH:33]=[CH:32][CH:31]=[C:30]([C:34]([F:37])([F:36])[F:35])[CH:29]=3)[C:11]3[CH2:38][CH2:39][C:40](=[O:41])[C:10]2=3)=[CH:5][CH:4]=1)#[N:2].[CH3:42][NH:43][CH3:44].O.CN(C)C=O>C(#N)C>[C:1]([C:3]1[CH:8]=[CH:7][C:6]([CH:9]2[N:14]([C:15]([N:43]([CH3:44])[CH3:42])=[O:17])[C:13](=[O:27])[N:12]([C:28]3[CH:33]=[CH:32][CH:31]=[C:30]([C:34]([F:35])([F:36])[F:37])[CH:29]=3)[C:11]3[CH2:38][CH2:39][C:40](=[O:41])[C:10]2=3)=[CH:5][CH:4]=1)#[N:2]. Reported procedure: A solution of 4-nitrophenyl 4-(4-cyanophenyl)-2,5-dioxo-1-(3-(trifluoromethyl)phenyl)-4,5,6,7-tetrahydro-1H-cyclopenta[d]pyrimidine-3(2H)-carboxylate (intermediate 4, 60 mg, 0.11 mmol) in acetonitrile (1.5 mL) is treated with dimethylamine (2.0 M in tetrahydrofuran, 270 μL, 0.53 mmol) and the mixture is stirred at room temperature for 30 min Water and N,N-dimethylformamide are added and the mixture is purified by reversed phase HPLC (Waters Xbridge™-C18, gradient of acetonitrile in water, 0.1% N... The product is SC=1SC2=C(N1)C=CC=C2 (2-mercaptobenzothiazole). Reactants: C(=S)=S.NC1=CC=CC=C1 (aniline carbon disulfide), [S] (sulfur). As a reaction SMILES: [C:1](=[S:3])=[S:2].[NH2:4][C:5]1[CH:10]=[CH:9][CH:8]=[CH:7][CH:6]=1.[S]>>[SH:2][C:1]1[S:3][C:6]2[CH:7]=[CH:8][CH:9]=[CH:10][C:5]=2[N:4]=1 |f:0.1,^3:10|. Procedure: In a process for purifying crude molten 2-mercaptobenzothiazole, prepared by reacting aniline carbon disulfide and sulfur at elevated temperature and pressure, in which the purification includes the steps of separating dissolved alkali metal salt of 2-mercaptobenzothiazole from undissolved impurities, treating the dissolved alkali metal salt of 2-mercaptobenzothiazole with an excess of a non-oxidizing mineral acid to precipitate a slurry of purified 2-mercaptobenzothiazole, separating the purifi... The product is COc1cc(N2CCC(O)C2)ccc1[N+](=O)[O-]. As a reaction SMILES: [F:1][c:2]1[cH:3][c:4]([O:11][CH3:12])[c:5]([N+:8](=[O:9])[O-:10])[cH:6][cH:7]1.[NH:19]1[CH2:20][CH:21]([OH:24])[CH2:22][CH2:23]1.[O:13]1[CH2:14][CH2:15][O:16][CH2:17][CH2:18]1.[OH2:25]>>[c:2]1([N:19]2[CH2:20][CH:21]([OH:24])[CH2:22][CH2:23]2)[cH:3][c:4]([O:11][CH3:12])[c:5]([N+:8](=[O:9])[O-:10])[cH:6][cH:7]1. Reactants: COc1cc(F)ccc1[N+](=O)[O-], OC1CCNC1, C1COCCO1, O. Starting materials: CCN(C(C)C)C(C)C, O=C(Cl)CCl, Cc1nc2ccccc2n1C1CC2CCC(C1)N2CCC1(c2cccc(F)c2)CCN(C(=O)C(N)C(C)C)CC1. Reaction SMILES: [CH:46]([N:47]([CH2:48][CH3:49])[CH:50]([CH3:51])[CH3:52])([CH3:53])[CH3:54].[Cl:41][CH2:42][C:43](=[O:44])[Cl:45].[F:1][c:2]1[cH:3][c:4]([C:8]2([CH2:21][CH2:22][N:23]3[CH:24]4[CH2:25][CH:26]([n:31]5[c:32]([CH3:40])[n:33][c:34]6[c:35]5[cH:36][cH:37][cH:38][cH:39]6)[CH2:27][CH:28]3[CH2:29][CH2:30]4)[CH2:9][CH2:10][N:11]([C:14](=[O:15])[CH:16]([CH:17]([CH3:18])[CH3:19])[NH2:20])[CH2:12][CH2:13]2)[cH:5][cH:6][cH:7]1>>[F:1][c:2]1[cH:3][c:4]([C:8]2([CH2:21][CH2:22][N:23]3[CH:24]4[CH2:25][CH:26]([n:31]5[c:32]([CH3:40])[n:33][c:34]6[c:35]5[cH:36][cH:37][cH:38][cH:39]6)[CH2:27][CH:28]3[CH2:29][CH2:30]4)[CH2:9][CH2:10][N:11]([C:14](=[O:15])[CH:16]([CH:17]([CH3:18])[CH3:19])[NH:20][C:43]([CH2:42][Cl:41])=[O:44])[CH2:12][CH2:13]2)[cH:5][cH:6][cH:7]1. The product is Cc1nc2ccccc2n1C1CC2CCC(C1)N2CCC1(c2cccc(F)c2)CCN(C(=O)C(NC(=O)CCl)C(C)C)CC1. Reactants: [OH-].[Na+] (NaOH), COC1=CC=C(C=C1)O (4-methoxyphenol), C(Cl)C1CO1 (epichlorohydrin), CCOC(=O)C (AcOEt). Solvent: O (water). Reaction conditions: temperature 100 celsius. Product: COC1=CC=C(OCC2OC2)C=C1 (2-[(4-methoxyphenoxy)methyl]oxirane). The yield is 48.0%. Reaction SMILES: [OH-].[Na+].[CH3:3][O:4][C:5]1[CH:10]=[CH:9][C:8]([OH:11])=[CH:7][CH:6]=1.[CH2:12]([CH:14]1[O:16][CH2:15]1)Cl.CCOC(C)=O>O>[CH3:3][O:4][C:5]1[CH:10]=[CH:9][C:8]([O:11][CH2:12][CH:14]2[CH2:15][O:16]2)=[CH:7][CH:6]=1 |f:0.1|. Procedure: A solution of NaOH (0.35 g) in 10 mL of water was added to a mixture of 4-methoxyphenol (1.10 g, 8.5 mmol) and epichlorohydrin (0.80 mL, 10.2 mmol). The mixture was heated at 100° C. for 3 h. After cooling, the mixture is taken up with AcOEt (50 mL). The organic phase was separated, washed with brine, dried over Na2SO4 and evaporated under reduced pressure. The crude residue was chromatographed (Petroleum ether/AcOEt, 4:1, as eluent) to afford pure compound in 48% yield. 1H NMR (CDCl3): δ 2.73-2...